The task is: describe an organic reaction: reactants, conditions, products, and yield. This data is from the Open Reaction Database (ORD), a public repository of structured organic reaction records. Starting materials: FC1=C(C=CC(=C1)F)N1C=C(C(C2=CC(=C(C=C12)F)F)=O)C(=O)O (1-(2,4-difluorophenyl)-6,7-difluoro-1,4-dihydro-4-oxoquinoline-3-carboxylic acid), [N+](=O)([O-])[O-].[K+] (Potassium nitrate), ice water. Run in S(O)(O)(=O)=O (sulfuric acid). Reaction conditions: time 1 hour. The product is FC1=C(C=C(C(=C1)F)[N+](=O)[O-])N1C=C(C(C2=CC(=C(C=C12)F)F)=O)C(=O)O (1-(2,4-difluoro-5-nitrophenyl)-6,7-difluoro-1,4-dihydro-4-oxoquinoline-3-carboxylic acid). Isolated yield 30859.9%. RXN SMILES: [F:1][C:2]1[CH:7]=[C:6]([F:8])[CH:5]=[CH:4][C:3]=1[N:9]1[C:18]2[C:13](=[CH:14][C:15]([F:20])=[C:16]([F:19])[CH:17]=2)[C:12](=[O:21])[C:11]([C:22]([OH:24])=[O:23])=[CH:10]1.[N+:25]([O-])([O-:27])=[O:26].[K+]>S(=O)(=O)(O)O>[F:1][C:2]1[CH:7]=[C:6]([F:8])[C:5]([N+:25]([O-:27])=[O:26])=[CH:4][C:3]=1[N:9]1[C:18]2[C:13](=[CH:14][C:15]([F:20])=[C:16]([F:19])[CH:17]=2)[C:12](=[O:21])[C:11]([C:22]([OH:24])=[O:23])=[CH:10]1 |f:1.2|. Reported procedure: To 40 ml of conc. sulfuric acid was added 4 g of 1-(2,4-difluorophenyl)-6,7-difluoro-1,4-dihydro-4-oxoquinoline-3-carboxylic acid. Potassium nitrate (3.6 mg) was added in portions to the solution, which was stirred for 1 hour at room temperature. The reaction solution was poured into ice water and stirred overnight. The precipitated solid was collected by filtration and washed with water, ethanol and diethyl ether to give 4.2 g of the title compound. The reactants are COC(=O)C1CN(C(=O)OCc2ccccc2)C2CCN(C(=O)OC(C)(C)C)C12, ClCCl, O=C(O)C(F)(F)F. Yields the product COC(=O)C1CN(C(=O)OCc2ccccc2)C2CCNC12. RXN SMILES: [CH3:1][O:2][C:3](=[O:4])[CH:5]1[CH:6]2[CH:7]([N:8]([C:10](=[O:11])[O:12][CH2:13][c:14]3[cH:15][cH:16][cH:17][cH:18][cH:19]3)[CH2:9]1)[CH2:20][CH2:21][N:22]2[C:23]([O:24][C:25]([CH3:26])([CH3:27])[CH3:28])=[O:29].[Cl:37][CH2:38][Cl:39].[F:30][C:31]([F:32])([F:33])[C:34]([OH:35])=[O:36]>>[CH3:1][O:2][C:3](=[O:4])[CH:5]1[CH:6]2[CH:7]([N:8]([C:10](=[O:11])[O:12][CH2:13][c:14]3[cH:15][cH:16][cH:17][cH:18][cH:19]3)[CH2:9]1)[CH2:20][CH2:21][NH:22]2. Reactants: [N+](=O)([O-])C1=CC=C(C#N)C=C1 (4-Nitrobenzonitrile), [Na] (sodium), NCCCN (1,3-diaminopropane). Run in C(C)(=O)OCC (ethyl acetate), C(C)O (ethanol). Reaction conditions: time 6 hour. The product is [N+](=O)([O-])C1=CC=C(C=C1)C=1NCCCN1 (1,4,5,6-tetrahydro-2-(4-nitrophenyl)-pyrimidine). As a reaction SMILES: [N+:1]([C:4]1[CH:11]=[CH:10][C:7]([C:8]#[N:9])=[CH:6][CH:5]=1)([O-:3])=[O:2].[Na].[NH2:13][CH2:14][CH2:15][CH2:16]N>C(O)C.C(OCC)(=O)C>[N+:1]([C:4]1[CH:5]=[CH:6][C:7]([C:8]2[NH:13][CH2:14][CH2:15][CH2:16][N:9]=2)=[CH:10][CH:11]=1)([O-:3])=[O:2] |^1:11|. Reported procedure: 4-Nitrobenzonitrile (17.76 g) was added to a solution of sodium metal (0.138 g) in dry ethanol (150 ml) at room temperature, and the mixture was stirred for 6 h. To the suspension was added 1,3-diaminopropane (8.88 g) and the mixture was heated under reflux for 4 days. Evaporation of the solvent under reduced pressure gave a solid which was dissolved in hot ethyl acetate (450 ml). The solution was extracted with 2N hydrochloric acid (90 ml, 20 ml). The combined acidic extracts were washed with e... The reagents and catalysts are [NH4+].[NH4+].O.O.O.O.[O-][Mo](=O)(=O)[O-] (ammonium molybdate tetrahydrate). Run in C(C)(=O)O (acetic acid). Reaction conditions: temperature 0 celsius, time 2 hour. Reported procedure: A vigorously stirred suspension of 2-iodoaniline (10.0 g, 45.7 mmol), potassium bromide (6.52 g, 54.8 mmol), and ammonium molybdate tetrahydrate (0.57 g, 0.46 mmol) in acetic acid (54 mL) was cooled to 0° C., treated with sodium perborate (7.74 g, 50.3 mmol), and stirred for two hours as the reaction warmed to room temperature. After adding water and stirring one additional hour, the reaction mixture was poured into ice-water and filtered. The filtered solid was washed with water, dissolved in e... As a reaction SMILES: [I:1][C:2]1[CH:8]=[CH:7][CH:6]=[CH:5][C:3]=1[NH2:4].[Br-:9].[K+].B(O[O-])=O.[Na+].O>C(O)(=O)C.[NH4+].[NH4+].O.O.O.O.[O-][Mo]([O-])(=O)=O>[Br:9][NH:4][C:3]1[CH:5]=[CH:6][CH:7]=[CH:8][C:2]=1[I:1] |f:1.2,3.4,7.8.9.10.11.12.13|. The product is BrNC1=C(C=CC=C1)I (bromo-2-iodoaniline). Reactants: IC1=C(N)C=CC=C1 (2-iodoaniline), [Br-].[K+] (potassium bromide), O (water), ice water, B(=O)O[O-].[Na+] (sodium perborate). Starting materials: B, COC(=O)c1ccc2cc(-c3ccc(C(=O)O)c(C45CC6CC(CC(C6)C4)C5)c3)ccc2c1, C1CCOC1. Product: COC(=O)c1ccc2cc(-c3ccc(CO)c(C45CC6CC(CC(C6)C4)C5)c3)ccc2c1. RXN SMILES: [BH3:34].[C:1]12([c:11]3[cH:12][c:13](-[c:20]4[cH:21][c:22]5[cH:23][cH:24][c:25]([C:30](=[O:31])[O:32][CH3:33])[cH:26][c:27]5[cH:28][cH:29]4)[cH:14][cH:15][c:16]3[C:17](=[O:18])[OH:19])[CH2:2][CH:3]3[CH2:4][CH:5]([CH2:6][CH:7]([CH2:8]1)[CH2:9]3)[CH2:10]2.[CH2:35]1[O:36][CH2:37][CH2:38][CH2:39]1>>[C:1]12([c:11]3[cH:12][c:13](-[c:20]4[cH:21][c:22]5[cH:23][cH:24][c:25]([C:30](=[O:31])[O:32][CH3:33])[cH:26][c:27]5[cH:28][cH:29]4)[cH:14][cH:15][c:16]3[CH2:17][OH:18])[CH2:2][CH:3]3[CH2:4][CH:5]([CH2:6][CH:7]([CH2:8]1)[CH2:9]3)[CH2:10]2.